From a dataset of the Open Reaction Database (ORD), a public repository of structured organic reaction records. describe an organic reaction: reactants, conditions, products, and yield Starting materials: CCOC(=O)C1=Cc2ccc(Br)cc2N=C(NC(=O)OC(C)(C)C)C1, C1CCOC1, CC#N, Cl, [Na+], [OH-], O. The product is CC(C)(C)OC(=O)NC1=Nc2cc(Br)ccc2C=C(C(=O)O)C1. As a reaction SMILES: [Br:1][c:2]1[cH:3][cH:4][c:5]2[c:6]([cH:25]1)[N:7]=[C:8]([NH:17][C:18](=[O:19])[O:20][C:21]([CH3:22])([CH3:23])[CH3:24])[CH2:9][C:10]([C:12](=[O:13])[O:14][CH2:15][CH3:16])=[CH:11]2.[CH2:30]1[O:31][CH2:32][CH2:33][CH2:34]1.[CH3:35][C:36]#[N:37].[ClH:29].[Na+:27].[OH-:26].[OH2:28]>>[Br:1][c:2]1[cH:3][cH:4][c:5]2[c:6]([cH:25]1)[N:7]=[C:8]([NH:17][C:18](=[O:19])[O:20][C:21]([CH3:22])([CH3:23])[CH3:24])[CH2:9][C:10]([C:12](=[O:13])[OH:14])=[CH:11]2. The reactants are CCOC(=O)CC1OB(O)c2cc(Oc3ccnc(Cl)n3)cc(C)c21, CCOC(C)=O, [K+], [K+], O=C([O-])[O-]. The product is CCOC(=O)CC1OB(O)c2cc(Oc3ccncn3)cc(C)c21. RXN SMILES: [CH2:1]([CH3:2])[O:3][C:4]([CH2:5][CH:6]1[c:7]2[c:8]([cH:12][c:13]([O:17][c:18]3[n:19][c:20]([Cl:24])[n:21][cH:22][cH:23]3)[cH:14][c:15]2[CH3:16])[B:9]([OH:11])[O:10]1)=[O:25].[CH3:32][CH2:33][O:34][C:35]([CH3:36])=[O:37].[K+:26].[K+:27].[O-:28][C:29]([O-:30])=[O:31]>>[CH2:1]([CH3:2])[O:3][C:4]([CH2:5][CH:6]1[c:7]2[c:8]([cH:12][c:13]([O:17][c:18]3[n:19][cH:20][n:21][cH:22][cH:23]3)[cH:14][c:15]2[CH3:16])[B:9]([OH:11])[O:10]1)=[O:25].